This data is from the Open Reaction Database (ORD), a public repository of structured organic reaction records. The task is: describe an organic reaction: reactants, conditions, products, and yield The yield is 88.5%. The product is ClC1=C(C=C(C=C1)C(C=C(C(F)(F)F)C1=CC(=CC(=C1)Cl)Cl)=O)C (1-(4-chloro-3-methylphenyl)-3-(3,5-dichlorophenyl)-4,4,4-trifluoro-2-buten-1-one). RXN SMILES: [CH3:1][C:2]1[CH:7]=[C:6]([C:8]([CH3:10])=[O:9])[CH:5]=[CH:4][C:3]=1[Cl:11].[Cl:12][C:13]1[CH:14]=[C:15]([C:20](=O)[C:21]([F:24])([F:23])[F:22])[CH:16]=[C:17]([Cl:19])[CH:18]=1.ClCCCl.C(=O)([O-])[O-].[K+].[K+]>C(N(CC)CC)C>[Cl:11][C:3]1[CH:4]=[CH:5][C:6]([C:8](=[O:9])[CH:10]=[C:20]([C:15]2[CH:16]=[C:17]([Cl:19])[CH:18]=[C:13]([Cl:12])[CH:14]=2)[C:21]([F:24])([F:23])[F:22])=[CH:7][C:2]=1[CH3:1] |f:3.4.5|. Procedure details: 3.0 g of 4-chloro-3-methylacetophenone, 4.35 g of 3′,5′-dichloro-2,2,2-trifluoroacetophenone, 30 ml of 1,2-dichloroethane, 2.46 g of potassium carbonate and 0.18 g of triethylamine were fed and the mixture was refluxed by heating for 16 hours. The reaction solution was cooled to room temperature, and separated by adding 200 ml of ethyl acetate and iced water. The organic phase was washed with diluted hydrochloric acid and saturated saline, and dried over anhydrous sodium sulfate. The solvent was... Reactants: CC1=C(C=CC(=C1)C(=O)C)Cl (4-chloro-3-methylacetophenone), C([O-])([O-])=O.[K+].[K+] (potassium carbonate), ClC=1C=C(C=C(C1)Cl)C(C(F)(F)F)=O (3′,5′-dichloro-2,2,2-trifluoroacetophenone), ClCCCl (1,2-dichloroethane). Solvent: C(C)N(CC)CC (triethylamine). The reactants are CO (methanol), N1=CC=CC=C1 (pyridine), P(Cl)(Cl)(Cl)(Cl)Cl (phosphorus pentachloride), C1(=CC=CC=C1)CC(=O)NC1[C@@H]2N(C(=C(CS2)C=CC2=NC=CC=C2)C(=O)OC(C2=CC=CC=C2)C2=CC=CC=C2)C1=O (benzhydryl 7-phenylacetamido-3-[2-(2-pyridyl)vinyl]-3-cephem-4-carboxylate). Run in C(Cl)Cl (methylene chloride). The product is NC1[C@@H]2N(C(=C(CS2)C=CC2=NC=CC=C2)C(=O)OC(C2=CC=CC=C2)C2=CC=CC=C2)C1=O (benzhydryl 7-amino-3-[2-(2-pyridyl)vinyl]-3-cephem-4-carboxylate). Yield: 68.8%. RXN SMILES: N1C=CC=CC=1.P(Cl)(Cl)(Cl)(Cl)Cl.C1(CC([NH:22][CH:23]2[C:54](=[O:55])[N:25]3[C:26]([C:38]([O:40][CH:41]([C:48]4[CH:53]=[CH:52][CH:51]=[CH:50][CH:49]=4)[C:42]4[CH:47]=[CH:46][CH:45]=[CH:44][CH:43]=4)=[O:39])=[C:27]([CH:30]=[CH:31][C:32]4[CH:37]=[CH:36][CH:35]=[CH:34][N:33]=4)[CH2:28][S:29][C@H:24]23)=O)C=CC=CC=1.CO>C(Cl)Cl>[NH2:22][CH:23]1[C:54](=[O:55])[N:25]2[C:26]([C:38]([O:40][CH:41]([C:48]3[CH:53]=[CH:52][CH:51]=[CH:50][CH:49]=3)[C:42]3[CH:43]=[CH:44][CH:45]=[CH:46][CH:47]=3)=[O:39])=[C:27]([CH:30]=[CH:31][C:32]3[CH:37]=[CH:36][CH:35]=[CH:34][N:33]=3)[CH2:28][S:29][C@H:24]12. Procedure details: To a suspension of pyridine-phosphorus pentachloride complex prepared from pyridine (48 g) and phosphorus pentachloride (12.7 g) in methylene chloride (120 ml) was added benzhydryl 7-phenylacetamido-3-[2-(2-pyridyl)vinyl]-3-cephem-4-carboxylate (trans isomer) (12 g) under ice-cooling with stirring. The mixture was stirred at the same temperature for 30 minutes and poured into methanol (90 ml) at -25° C. The mixed solution was further stirred at -5° to -15° C. for 10 minutes and then was evaporat...